From a dataset of the Open Reaction Database (ORD), a public repository of structured organic reaction records. describe an organic reaction: reactants, conditions, products, and yield The reactants are N[C@@H](CC1=CC=CC=C1)C(=O)NCC(=O)N(C)C1=C(C=C(C=C1)Cl)C(C1=CC=CC=C1)=O (L-phenylalanyl-N-(2-benzoyl-4-chlorophenyl)-N-methylglycinamide), N[C@@H](CC1=CC=CC=C1)C(=O)NCC(=O)N(C)C1=C(C=C(C=C1)Cl)C(C1=CC=CC=C1)=O (L-phenylalanyl-N-(2-benzoyl-4-chlorophenyl)-N-methylglycinamide), 1-N-hydrochloric acid. The solvent is CO (methanol). Product: Cl.N[C@@H](CC1=CC=CC=C1)C(=O)NCC(=O)N(C)C1=C(C=C(C=C1)Cl)C(C1=CC=CC=C1)=O (L-phenylalanyl-N-(2-benzoyl-4-chlorophenyl)-N-methylglycinamide hydrochloride). RXN SMILES: [NH2:1][C@H:2]([C:10]([NH:12][CH2:13][C:14]([N:16]([C:18]1[CH:23]=[CH:22][C:21]([Cl:24])=[CH:20][C:19]=1[C:25](=[O:32])[C:26]1[CH:31]=[CH:30][CH:29]=[CH:28][CH:27]=1)[CH3:17])=[O:15])=[O:11])[CH2:3][C:4]1[CH:9]=[CH:8][CH:7]=[CH:6][CH:5]=1>CO>[ClH:24].[NH2:1][C@H:2]([C:10]([NH:12][CH2:13][C:14]([N:16]([C:18]1[CH:23]=[CH:22][C:21]([Cl:24])=[CH:20][C:19]=1[C:25](=[O:32])[C:26]1[CH:31]=[CH:30][CH:29]=[CH:28][CH:27]=1)[CH3:17])=[O:15])=[O:11])[CH2:3][C:4]1[CH:9]=[CH:8][CH:7]=[CH:6][CH:5]=1 |f:2.3|. Procedure details: The foregoing free base was converted into the hydrochloride as follows: 4.5 g of L-phenylalanyl-N-(2-benzoyl-4-chlorophenyl)-N-methylglycinamide were dissolved in a minimum volume of methanol at room temperature and treated, by titration, with an exact equivalent of 1-N-hydrochloric acid. The solvent was removed from the resulting solution by evaporation in vacuo at room temperature and finally by lyophilisation to give, in quantitative yield, L-phenylalanyl-N-(2-benzoyl-4-chlorophenyl)-N-methy... As a reaction SMILES: CS[C:3]1[N:8]=[C:7]([C:9]2[CH:14]=[CH:13][C:12]([Cl:15])=[CH:11][C:10]=2[Cl:16])[C:6]([C:17]2[CH:22]=[CH:21][C:20]([Cl:23])=[CH:19][CH:18]=2)=[CH:5][N:4]=1.[F:24][C:25]1[CH:26]=[C:27]([CH:30]=[CH:31][CH:32]=1)[CH2:28][OH:29]>CCCCCC.C(OCC)(=O)C>[F:24][C:25]1[CH:26]=[C:27]([CH:30]=[CH:31][CH:32]=1)[CH2:28][O:29][C:3]1[N:8]=[C:7]([C:9]2[CH:14]=[CH:13][C:12]([Cl:15])=[CH:11][C:10]=2[Cl:16])[C:6]([C:17]2[CH:22]=[CH:21][C:20]([Cl:23])=[CH:19][CH:18]=2)=[CH:5][N:4]=1 |f:2.3|. Product: FC=1C=C(COC2=NC=C(C(=N2)C2=C(C=C(C=C2)Cl)Cl)C2=CC=C(C=C2)Cl)C=CC1 (2-(3-fluorobenzyloxy)-4-(2,4-dichlorophenyl)-5-(4-chlorophenyl)pyrimidine). Run in CCCCCC.C(C)(=O)OCC (hexane ethyl acetate). Procedure details: 2-Methylthio-4-(2,4-dichlorophenyl)-5-(4-chlorophenyl)pyrimidine (from Reference Example 3) was reacted with 3-fluorobenzyl alcohol according to the procedures described in Example 1 to afford 2-(3-fluorobenzyloxy)-4-(2,4-dichlorophenyl)-5-(4-chlorophenyl)pyrimidine as the higher Rf product.(95/5 hexane/ethyl acetate TLC. HPLC/MS: 460 (M+); Rt=4.66 min; 1H-NMR 500 MHz (CDCl3): δ 5.53 (s, 2H), 7.04 (d over m, J=9 Hz, 3H), 7.2-7.3 (m, 6H), 7.36-7.4 (m, 2H), 8.61 (s, 1H). The reactants are CSC1=NC=C(C(=N1)C1=C(C=C(C=C1)Cl)Cl)C1=CC=C(C=C1)Cl (2-Methylthio-4-(2,4-dichlorophenyl)-5-(4-chlorophenyl)pyrimidine), FC=1C=C(CO)C=CC1 (3-fluorobenzyl alcohol). The reactants are O (H2O), C(C)(C)(C)C=1C=C(C(=O)O)C=CC1O (3-tert-butyl-4-hydroxybenzoic acid), S(=O)(=O)(OC)OC (dimethyl sulfate), C([O-])([O-])=O.[K+].[K+] (potassium carbonate). The solvent is C(C)C(=O)C (methyl ethyl ketone), C(C)C(=O)C (methyl ethyl ketone). The product is C(C)(C)(C)C=1C=C(C(=O)OC)C=CC1OC (methyl 3-tert-butyl-4-methoxybenzoate), oil. The yield is 97.0%. As a reaction SMILES: [C:1]([C:5]1[CH:6]=[C:7]([CH:11]=[CH:12][C:13]=1O)[C:8]([OH:10])=[O:9])([CH3:4])([CH3:3])[CH3:2].S([O:20][CH3:21])(OC)(=O)=O.[C:22](=O)([O-])[O-].[K+].[K+].O>C(C(C)=O)C>[C:1]([C:5]1[CH:6]=[C:7]([CH:11]=[CH:12][C:13]=1[O:20][CH3:21])[C:8]([O:10][CH3:22])=[O:9])([CH3:4])([CH3:3])[CH3:2] |f:2.3.4|. Procedure details: Preparation C11, Step 1: 3-tert-butyl-4-hydroxybenzoic acid (1.00 g, 5.15 mmol, 1 eq), dimethyl sulfate (1.07 mL, 11.3 mmol, 2.2 eq) and potassium carbonate (2.85 g, 20.6 mmol, 4 eq) were refluxed in methyl ethyl ketone (20 mL) for 3 hours. Worked up by adding H2O (20 mL) then stripped off the methyl ethyl ketone. The aqueous was extracted 3 times with diethyl ether (25 mL). The organic layers were combined, dried (sodium sulfate) and stripped to give methyl 3-tert-butyl-4-methoxybenzoate (1.12 ... The reactants are [N+](=O)([O-])C1=C(C(=CC(=C1Cl)[N+](=O)[O-])C)C(=O)N (3,5-dinitro-4-chloro-o-toluamide), O=P12OP3(=O)OP(=O)(O1)OP(=O)(O2)O3 (phosphorus pentoxide). Yields the product [N+](=O)([O-])C1=C(C(=CC(=C1Cl)[N+](=O)[O-])C)C#N (3,5-Dinitro-4-chloro-o-toluonitrile). RXN SMILES: [N+:1]([C:4]1[C:9]([Cl:10])=[C:8]([N+:11]([O-:13])=[O:12])[CH:7]=[C:6]([CH3:14])[C:5]=1[C:15]([NH2:17])=O)([O-:3])=[O:2].O=P12OP3(OP(OP(O3)(O1)=O)(=O)O2)=O>>[N+:1]([C:4]1[C:9]([Cl:10])=[C:8]([N+:11]([O-:13])=[O:12])[CH:7]=[C:6]([CH3:14])[C:5]=1[C:15]#[N:17])([O-:3])=[O:2]. Procedure details: A finely powdered mixture of 15.5 grams (0.051 mole) of 3,5-dinitro-4-chloro-o-toluamide is heated with 12 grams (0.084 mole) of phosphorus pentoxide for 15 minutes at 300° C. to 350° C. The resulting nitrile is distilled from the reaction flask. Recrystallization of the solidified product from methanol gives the desired product as an analytically pure material. The reactants are C1(=CC=CC=C1)C1=CC=C(C=C1)CC(=O)N[C@@H](C(C)C)C(=O)O (((4-Phenyl)phenylacetyl)-valine), ON1N=NC2=C1C=CC=C2 (1-hydroxybenzotriazole), C1(CCCCC1)N=C=NC1CCCCC1 (dicyclohexylcarbodiimide), NC1=NNC(S1)=S (5-amino-1,3,4-thiadiazole-2-thione). Product: C1(=CC=CC=C1)C1=CC=C(C=C1)CC(=O)N[C@@H](C(C)C)C(=O)NC1=NNC(S1)=S (5-(N-((4-phenyl)phenylacetyl) valylamino)-1,3,4-thiadiazole-2-thione). RXN SMILES: [C:1]1([C:7]2[CH:12]=[CH:11][C:10]([CH2:13][C:14]([NH:16][C@H:17]([C:21]([OH:23])=O)[CH:18]([CH3:20])[CH3:19])=[O:15])=[CH:9][CH:8]=2)[CH:6]=[CH:5][CH:4]=[CH:3][CH:2]=1.ON1C2C=CC=CC=2N=N1.C1(N=C=NC2CCCCC2)CCCCC1.[NH2:49][C:50]1[S:54][C:53](=[S:55])[NH:52][N:51]=1>>[C:1]1([C:7]2[CH:12]=[CH:11][C:10]([CH2:13][C:14]([NH:16][C@H:17]([C:21]([NH:49][C:50]3[S:54][C:53](=[S:55])[NH:52][N:51]=3)=[O:23])[CH:18]([CH3:20])[CH3:19])=[O:15])=[CH:9][CH:8]=2)[CH:6]=[CH:5][CH:4]=[CH:3][CH:2]=1. Reported procedure: ((4-Phenyl)phenylacetyl)-valine (0.98 grams), 1-hydroxybenzotriazole (0.6 grams), dicyclohexylcarbodiimide (0.64 grams) and 5-amino-1,3,4-thiadiazole-2-thione (1.2 grams) were reacted according to the procedure described in Example 1. The resulting product was recrystallized from ethanol/pentane to give a white solid. M.P. 232°-236° C. NMR spectrum (d6 -DMSO) 14.1 (s, 1H), 12.6 (s, 1H), 8.42 (d, 1H, NH), 7.8-7.2 (m, 9H, aromatics), 4.35 (m, 1H), 3.75-3.4 (m, 2H), 2.05 (m, 1H), 0.9 (d, 6H).